From a dataset of the Open Reaction Database (ORD), a public repository of structured organic reaction records. describe an organic reaction: reactants, conditions, products, and yield The reactants are NC1=CC=C2C(=N1)C(=CN2)C2CCN(CC2)CCC2=CC=CC=C2 (5-amino-3-(1-(2-phenyleth-1-yl)piperidin-4-yl)pyrrolo[3,2-b]pyridine), FC1=CC=C(C(=O)Cl)C=C1 (4-fluorobenzoyl chloride). Yields the product FC1=CC=C(C(=O)NC2=CC=C3C(=N2)C(=CN3)C3CCN(CC3)CCC3=CC=CC=C3)C=C1 (5-(N-[4-fluorobenzoyl]amino)-3-(1-(2-phenyleth-1-yl)piperidin-4-yl)pyrrolo[3,2-b]pyridine). As a reaction SMILES: [NH2:1][C:2]1[N:7]=[C:6]2[C:8]([CH:11]3[CH2:16][CH2:15][N:14]([CH2:17][CH2:18][C:19]4[CH:24]=[CH:23][CH:22]=[CH:21][CH:20]=4)[CH2:13][CH2:12]3)=[CH:9][NH:10][C:5]2=[CH:4][CH:3]=1.[F:25][C:26]1[CH:34]=[CH:33][C:29]([C:30](Cl)=[O:31])=[CH:28][CH:27]=1>>[F:25][C:26]1[CH:34]=[CH:33][C:29]([C:30]([NH:1][C:2]2[N:7]=[C:6]3[C:8]([CH:11]4[CH2:16][CH2:15][N:14]([CH2:17][CH2:18][C:19]5[CH:24]=[CH:23][CH:22]=[CH:21][CH:20]=5)[CH2:13][CH2:12]4)=[CH:9][NH:10][C:5]3=[CH:4][CH:3]=2)=[O:31])=[CH:28][CH:27]=1. Reported procedure: Beginning with 0.015 gm (0.047 mMol) 5-amino-3-(1-(2-phenyleth-1-yl)piperidin-4-yl)pyrrolo[3,2-b]pyridine and 0.007 mL (0.061 mMol) 4-fluorobenzoyl chloride, the title compound was prepared essentially by the procedure described in Example 7. The reactants are Cl (hydrochloride), methanolic solution, C[O-].[Na+] (sodium methylate), S(N)(=O)(=O)C=1C(=CSC1)C(=O)OC (methyl 4-sulfamoylthiophene-3-carboxylate). Run in CO (methanol). The product is O=S1(NC(C2=C1C=CS2)=O)=O (1,1-dioxo-1,2-dihydro-1λ6-thieno[2,3-d]isothiazol-3-one). Reaction SMILES: [S:1]([C:5]1[C:6](C(OC)=O)=[CH:7][S:8][CH:9]=1)(=[O:4])(=[O:3])[NH2:2].[CH3:14][O-:15].[Na+].Cl>CO>[O:4]=[S:1]1(=[O:3])[C:5]2[CH:6]=[CH:7][S:8][C:9]=2[C:14](=[O:15])[NH:2]1 |f:1.2|. Procedure details: A mixture of methyl 4-sulfamoylthiophene-3-carboxylate (2.7 g, 12.2 mmol), methanol (12 mL), and a 25% methanolic solution of sodium methylate (3.6 mL) was refluxed for 48 h. The reaction mixture was cooled to room temperature and acidified with concentrated hydrochloride acid, and the precipitated product was collected and washed with water. Recrystallized from water, yielded 400 mg of the title compound. MS: 187.8 (M−1), 189.5 (M+1). 1H NMR (DMSO-d6): 8.34 (d, J=4.4 Hz, 1H), 7.705 (d, J=4.8 Hz... Yield: 33.0%. RXN SMILES: [Cl:1][C:2]1[CH:11]=[CH:10][C:9]2[C:8](=[O:12])[CH2:7][C:6]([CH3:14])([CH3:13])[CH2:5][C:4]=2[N:3]=1.[CH2:15]([OH:22])[C:16]1[CH:21]=[CH:20][CH:19]=[CH:18][CH:17]=1>>[ClH:1].[CH2:15]([O:22][C:2]1[CH:11]=[CH:10][C:9]2[C:8](=[O:12])[CH2:7][C:6]([CH3:14])([CH3:13])[CH2:5][C:4]=2[N:3]=1)[C:16]1[CH:21]=[CH:20][CH:19]=[CH:18][CH:17]=1 |f:2.3|. The product is Cl.C(C1=CC=CC=C1)OC1=NC=2CC(CC(C2C=C1)=O)(C)C (2-Benzyloxy-7,7-dimethyl-7,8-dihydro-6H-quinolin-5-one hydrochloride). Starting materials: ClC1=NC=2CC(CC(C2C=C1)=O)(C)C (2-chloro-7,7-dimethyl-7,8-dihydro-6H-quinolin-5-one), C(C1=CC=CC=C1)O (benzyl alcohol). Procedure details: In analogy to the procedure described in Example 9, 2-chloro-7,7-dimethyl-7,8-dihydro-6H-quinolin-5-one was treated with benzyl alcohol to give the title compound in 33% yield.